Dataset: the Open Reaction Database (ORD), a public repository of structured organic reaction records. Task: describe an organic reaction: reactants, conditions, products, and yield The reactants are [H-].[Na+] (sodium hydride), CN1C(NCN(C1)C)=N[N+](=O)[O-] (1,5-dimethyl-2-nitroiminohexahydro-1,3,5-triazine), Cl (hydrochloric acid), resultant mixture, O(S(=O)(=O)C(F)(F)F)CC1COCC1 (3-tetrahydrofuranylmethyl triflate), C([O-])(O)=O.[Na+] (sodium bicarbonate). Run in CN(C)C=O (DMF). Product: O1CC(CC1)CNC(=N[N+](=O)[O-])NC (1-{(tetrahydro-3-furanyl)methyl}-2-nitro-3-methylguanidine). Isolated yield 53.4%. Reaction SMILES: [H-].[Na+].[CH3:3][N:4]1CN(C)[CH2:7][NH:6][C:5]1=[N:11][N+:12]([O-:14])=[O:13].O(C[CH:24]1[CH2:28][CH2:27][O:26][CH2:25]1)S(C(F)(F)F)(=O)=O.Cl.C(=O)(O)[O-].[Na+]>CN(C=O)C>[O:26]1[CH2:27][CH2:28][CH:24]([CH2:7][NH:6][C:5]([NH:4][CH3:3])=[N:11][N+:12]([O-:14])=[O:13])[CH2:25]1 |f:0.1,5.6|. Reported procedure: A mixture comprising 10.0 g of (tetrahydro-3-furanyl)methanol, 29.5 g of trifluoromethanesulfonic anhydride, 10.0 g of pyridine and 200 ml of dichloromethane was stirred for an hour at room temperature. Water was poured into the reaction solution to separate the organic layer, which was washed with 1 N hydrochloric acid, water and a saturated saline solution, dried, and concentrated to obtain 20 g of 3-tetrahydro-furanylmethyl triflate. 3.25 g of 60% sodium hydride were added to 12.5 g of 1,5-di... The reactants are FC1=CC(=C(C=C1)[N+](=O)[O-])C(F)(F)F (4-fluoro-1-nitro-2-(trifluoromethyl)benzene), NC1CCN(CC1)C(=O)OC(C)(C)C (tert-butyl 4-aminopiperidine-1-carboxylate), C([O-])([O-])=O.[K+].[K+] (potassium carbonate). Solvent: CS(=O)C (DMSO), O (water). Reaction conditions: temperature 100 celsius. The product is [N+](=O)([O-])C1=C(C=C(C=C1)NC1CCN(CC1)C(=O)OC(C)(C)C)C(F)(F)F (tert-butyl 4-[[4-nitro-3-(trifluoromethyl)phenyl]amino]piperidine-1-carboxylate). Yield: 86.0%. RXN SMILES: F[C:2]1[CH:7]=[CH:6][C:5]([N+:8]([O-:10])=[O:9])=[C:4]([C:11]([F:14])([F:13])[F:12])[CH:3]=1.[NH2:15][CH:16]1[CH2:21][CH2:20][N:19]([C:22]([O:24][C:25]([CH3:28])([CH3:27])[CH3:26])=[O:23])[CH2:18][CH2:17]1.C(=O)([O-])[O-].[K+].[K+]>CS(C)=O.O>[N+:8]([C:5]1[CH:6]=[CH:7][C:2]([NH:15][CH:16]2[CH2:17][CH2:18][N:19]([C:22]([O:24][C:25]([CH3:28])([CH3:27])[CH3:26])=[O:23])[CH2:20][CH2:21]2)=[CH:3][C:4]=1[C:11]([F:14])([F:13])[F:12])([O-:10])=[O:9] |f:2.3.4|. Procedure details: To a solution of 4-fluoro-1-nitro-2-(trifluoromethyl)benzene (5 g, 24 mmol) in DMSO (50 ml) was added tert-butyl 4-aminopiperidine-1-carboxylate (4.78 g, 23.9 mmol, 1 eq.) and potassium carbonate (9.9 g, 72 mmol, 3 eq.). The resulting mixture was stirred with heating overnight at 100° C. (oil bath) and then diluted with water (300 ml). The solids were collected by filtration to afford tert-butyl 4-[[4-nitro-3-(trifluoromethyl)phenyl]amino]piperidine-1-carboxylate as a yellow powder (8 g, 86%); (... Starting materials: CC(=O)Nc1ccc(Oc2cc(Nc3ccc(OCc4ccccc4)cc3)ncn2)c(F)c1, CO, Cl. The product is Nc1ccc(Oc2cc(Nc3ccc(OCc4ccccc4)cc3)ncn2)c(F)c1. Reaction SMILES: [CH2:1]([c:2]1[cH:3][cH:4][cH:5][cH:6][cH:7]1)[O:8][c:9]1[cH:10][cH:11][c:12]([NH:15][c:16]2[cH:17][c:18]([O:22][c:23]3[c:24]([F:33])[cH:25][c:26]([NH:29][C:30](=[O:31])[CH3:32])[cH:27][cH:28]3)[n:19][cH:20][n:21]2)[cH:13][cH:14]1.[CH3:35][OH:36].[ClH:34]>>[CH2:1]([c:2]1[cH:3][cH:4][cH:5][cH:6][cH:7]1)[O:8][c:9]1[cH:10][cH:11][c:12]([NH:15][c:16]2[cH:17][c:18]([O:22][c:23]3[c:24]([F:33])[cH:25][c:26]([NH2:29])[cH:27][cH:28]3)[n:19][cH:20][n:21]2)[cH:13][cH:14]1.